The task is: describe an organic reaction: reactants, conditions, products, and yield. This data is from the Open Reaction Database (ORD), a public repository of structured organic reaction records. The reactants are C(C)(C)(C)[S@](=O)N[C@H](C)C1=CC=C(S1)C(=O)[O-] (5-[(1R)-1-{[(S)-tert-butylsulfinyl]amino}ethyl]thiophene-2-carboxylate), Cl (hydrochloric acid). Conditions: temperature 60 celsius. Product: Cl.N[C@H](C)C1=CC=C(S1)C(=O)O ((R)-5-(1-aminoethyl)thiophene-2-carboxylic acid hydrochloride). Reaction SMILES: C([S@@]([NH:7][C@@H:8]([C:10]1[S:14][C:13]([C:15]([O-:17])=[O:16])=[CH:12][CH:11]=1)[CH3:9])=O)(C)(C)C.[ClH:18]>>[ClH:18].[NH2:7][C@@H:8]([C:10]1[S:14][C:13]([C:15]([OH:17])=[O:16])=[CH:12][CH:11]=1)[CH3:9] |f:2.3|. Reported procedure: To a vial containing 5-[(1R)-1-{[(S)-tert-butylsulfinyl]amino}ethyl]thiophene-2-carboxylate (0.050 g, 0.15 mmol) was added hydrochloric acid (3 mL, 12.0 mmol, 4.0 M of in 1,4-dioxane). This mixture was capped and heated at 60° C. for 2 h, after which it was evaporated to dryness to afford (R)-5-(1-aminoethyl)thiophene-2-carboxylic acid hydrochloride as a white solid. LC-MS: (FA) ES+ 172. Starting materials: ClC1=C(C=C(C=C1)NC(\C=C\C1=CC=C(C=C1)CC1=CC=NC=C1)=O)C(F)(F)F ((2E)-N-[4-chloro-3-(trifluoromethyl)phenyl]-3-[4-(pyridin-4-ylmethyl)phenyl]acrylamide). Reagents/catalysts: [Pd] (Pd/C). The solvent is CO (MeOH), CCOC(=O)C (EtOAc). Run at time 18 hour. Yields the product ClC1=C(C=C(C=C1)NC(CCC1=CC=C(C=C1)CC1=CC=NC=C1)=O)C(F)(F)F (N-[4-chloro-3-(trifluoromethyl)phenyl]-3-[4-(pyridin-4-ylmethyl)phenyl]propanamide). RXN SMILES: [Cl:1][C:2]1[CH:7]=[CH:6][C:5]([NH:8][C:9](=[O:25])/[CH:10]=[CH:11]/[C:12]2[CH:17]=[CH:16][C:15]([CH2:18][C:19]3[CH:24]=[CH:23][N:22]=[CH:21][CH:20]=3)=[CH:14][CH:13]=2)=[CH:4][C:3]=1[C:26]([F:29])([F:28])[F:27]>CO.CCOC(C)=O.[Pd]>[Cl:1][C:2]1[CH:7]=[CH:6][C:5]([NH:8][C:9](=[O:25])[CH2:10][CH2:11][C:12]2[CH:13]=[CH:14][C:15]([CH2:18][C:19]3[CH:20]=[CH:21][N:22]=[CH:23][CH:24]=3)=[CH:16][CH:17]=2)=[CH:4][C:3]=1[C:26]([F:29])([F:27])[F:28]. Reported procedure: To a solution of (2E)-N-[4-chloro-3-(trifluoromethyl)phenyl]-3-[4-(pyridin-4-ylmethyl)phenyl]acrylamide (70 mg, 0.17 mmol) in MeOH (2 mL) and EtOAc (2 mL) was added Pd/C (10 wt %, 20 mg). The mixture was stirred under hydrogen (60 psi) for 18 h and then filtrated through Celite. The filtrate was concentrated and purified by column chromatography to give A-84 (28 mg, 41%). 1H NMR (300 MHz, CD3OD) δ: 8.35 (d, 2H), 8.03 (d, 1H), 7.70 (dd, 1H), 7.48 (d, 1H), 7.10-7.24 (m, 6H), 3.96 (s, 2H), 2.97 (dd... The reactants are COC(C1=C(C=C(C=C1)CO)O)=O (2-hydroxy-4-(hydroxymethyl)benzoic acid methyl ester), Cl.NO (hydroxylamine hydrochloride), CO (methanol), C[O-].[Na+].CO (sodium methoxide methanol). Run in O (water). Run at time 3 hour. The product is ONC(C1=C(C=C(C=C1)CO)O)=O (N,2-dihydroxy-4-(hydroxymethyl)benzamide). Yield: 82.7%. RXN SMILES: C[O:2][C:3](=O)[C:4]1[CH:9]=[CH:8][C:7]([CH2:10][OH:11])=[CH:6][C:5]=1[OH:12].Cl.[NH2:15][OH:16].CO.C[O-].[Na+].CO>O>[OH:16][NH:15][C:3](=[O:2])[C:4]1[CH:9]=[CH:8][C:7]([CH2:10][OH:11])=[CH:6][C:5]=1[OH:12] |f:1.2,4.5.6|. Reported procedure: 350 g of 2-hydroxy-4-(hydroxymethyl)benzoic acid methyl ester and 160 g of hydroxylamine hydrochloride were added to 700 mL of methanol. Under heating reflux, 1.11 kg of 28% sodium methoxide/methanol solution was added dropwise, and this was stirred for 3 hours. To this, 2.1 L of water was added and 850 mL of solvent was distilled off under atmospheric pressure. Then, 196 mL of hydrochloric acid was added at 40-50° C. The result was stirred for 30 minutes at the same temperature, and 116 mL of h... Starting materials: C(C)(C)(C)OC(C(CCC)(CCC)CNC(=O)C=1N=C(C2=CC(=CC=C2C1O)OC1=CC=CC=C1)C#N)=O (2-{[(1-cyano-4-hydroxy-7-phenoxy-isoquinoline-3-carbonyl)-amino]-methyl}-2-propyl-pentanoic acid tert-butyl ester), C(=O)(C(F)(F)F)O (TFA). Run in C(Cl)Cl (DCM). Conditions: time 8 hour. Product: C(#N)C1=NC(=C(C2=CC=C(C=C12)OC1=CC=CC=C1)O)C(=O)NCC(C(=O)O)(CCC)CCC (2-{[(1-Cyano-4-hydroxy-7-phenoxy-isoquinoline-3-carbonyl)-amino]-methyl}-2-propyl-pentanoic acid). The yield is 93.5%. Reaction SMILES: C([O:5][C:6](=[O:38])[C:7]([CH2:14][NH:15][C:16]([C:18]1[N:19]=[C:20]([C:36]#[N:37])[C:21]2[C:26]([C:27]=1[OH:28])=[CH:25][CH:24]=[C:23]([O:29][C:30]1[CH:35]=[CH:34][CH:33]=[CH:32][CH:31]=1)[CH:22]=2)=[O:17])([CH2:11][CH2:12][CH3:13])[CH2:8][CH2:9][CH3:10])(C)(C)C.C(O)(C(F)(F)F)=O>C(Cl)Cl>[C:36]([C:20]1[C:21]2[C:26](=[CH:25][CH:24]=[C:23]([O:29][C:30]3[CH:31]=[CH:32][CH:33]=[CH:34][CH:35]=3)[CH:22]=2)[C:27]([OH:28])=[C:18]([C:16]([NH:15][CH2:14][C:7]([CH2:11][CH2:12][CH3:13])([CH2:8][CH2:9][CH3:10])[C:6]([OH:38])=[O:5])=[O:17])[N:19]=1)#[N:37]. Reported procedure: A mixture of 2-{[(1-cyano-4-hydroxy-7-phenoxy-isoquinoline-3-carbonyl)-amino]-methyl}-2-propyl-pentanoic acid tert-butyl ester (180 mg), TFA (5 mL) and DCM (5 mL) was stirred at rt overnight; then concentrated, the residue was dissolved in water and added 2 M HCl solution, solids were collected via filtration, washed with water and air dried to give the desired product (150 mg). LC MS ESI+: 462 (M+1)+. RXN SMILES: [CH2:28]([SH:29])[CH3:30].[CH3:36][CH2:37][O:38][CH2:39][CH3:40].[NH:8]([c:9]1[cH:10][cH:11][cH:12][cH:13][cH:14]1)[c:15]1[n:16][c:17]2[cH:18][cH:19][c:20]([O:25][CH3:26])[cH:21][c:22]2[n:23][cH:24]1.[Na:27].[O:31]=[CH:32][N:33]([CH3:34])[CH3:35].[OH:1][c:2]1[cH:3][cH:4][cH:5][cH:6][cH:7]1>>[NH:8]([c:9]1[cH:10][cH:11][cH:12][cH:13][cH:14]1)[c:15]1[n:16][c:17]2[cH:18][cH:19][c:20]([OH:25])[cH:21][c:22]2[n:23][cH:24]1. Product: Oc1ccc2nc(Nc3ccccc3)cnc2c1. The reactants are CCS, CCOCC, COc1ccc2nc(Nc3ccccc3)cnc2c1, [Na], CN(C)C=O, Oc1ccccc1. Reactants: BrC=1C=C2N(C[C@@H](N(C2=CC1)C(C)=O)C)C(=O)C1CC1 ((S)-1-(6-bromo-4-(cyclopropanecarbonyl)-2-methyl-3,4-dihydroquinoxalin-1 (2H)-yl)ethan-1-one), C1(CC1)C(=O)N1[C@H](CN(C2=CC(=CC=C12)C=1C=NNC1)C(=O)OC(C)C)C ((S)-isopropyl 4-(cyclopropanecarbonyl)-3-methyl-7-(1H-pyrazol-4-yl)-3,4-dihydroquinoxaline-1(2H)-carboxylate). The product is C1(CC1)C(=O)N1C[C@@H](N(C2=CC=C(C=C12)C=1C=NNC1)C(C)=O)C ((S)-1-(4-(Cyclopropanecarbonyl)-2-methyl-6-(1H-pyrazol-4-yl)-3,4-dihydroquinoxalin-1 (2H)-yl)ethan-1-one). As a reaction SMILES: Br[C:2]1[CH:3]=[C:4]2[C:9](=[CH:10][CH:11]=1)[N:8]([C:12](=[O:14])[CH3:13])[C@@H:7]([CH3:15])[CH2:6][N:5]2[C:16]([CH:18]1[CH2:20][CH2:19]1)=[O:17].C1(C(N2C3C(=CC([C:36]4[CH:37]=[N:38][NH:39][CH:40]=4)=CC=3)N(C(OC(C)C)=O)C[C@@H]2C)=O)CC1>>[CH:18]1([C:16]([N:5]2[C:4]3[C:9](=[CH:10][CH:11]=[C:2]([C:36]4[CH:37]=[N:38][NH:39][CH:40]=4)[CH:3]=3)[N:8]([C:12](=[O:14])[CH3:13])[C@@H:7]([CH3:15])[CH2:6]2)=[O:17])[CH2:20][CH2:19]1. Procedure details: (S)-1-(4-(Cyclopropanecarbonyl)-2-methyl-6-(1H-pyrazol-4-yl)-3,4-dihydroquinoxalin-1 (2H)-yl)ethan-1-one was synthesized from (S)-1-(6-bromo-4-(cyclopropanecarbonyl)-2-methyl-3,4-dihydroquinoxalin-1 (2H)-yl)ethan-1-one according to the procedure outlined above for (S)-isopropyl 4-(cyclopropanecarbonyl)-3-methyl-7-(1H-pyrazol-4-yl)-3,4-dihydroquinoxaline-1(2H)-carboxylate. MS (ESI, pos. ion) m/z 359 [M+1]+. Starting materials: N#Cc1cc2c(c(C(=O)O)c1)CCCC2, C(=NC1CCCCC1)=NC1CCCCC1, ClCCl, Cc1cc(F)ccc1C(CN)CCOC1CCCCO1. Yields the product Cc1cc(F)ccc1C(CCOC1CCCCO1)CNC(=O)c1cc(C#N)cc2c1CCCC2. RXN SMILES: [C:21](#[N:22])[c:23]1[cH:24][c:25]([C:33](=[O:34])[OH:35])[c:26]2[c:31]([cH:32]1)[CH2:30][CH2:29][CH2:28][CH2:27]2.[CH:36]1([N:37]=[C:38]=[N:39][CH:40]2[CH2:41][CH2:42][CH2:43][CH2:44][CH2:45]2)[CH2:46][CH2:47][CH2:48][CH2:49][CH2:50]1.[Cl:51][CH2:52][Cl:53].[F:1][c:2]1[cH:3][c:4]([CH3:20])[c:5]([CH:8]([CH2:9][NH2:10])[CH2:11][CH2:12][O:13][CH:14]2[O:15][CH2:16][CH2:17][CH2:18][CH2:19]2)[cH:6][cH:7]1>>[F:1][c:2]1[cH:3][c:4]([CH3:20])[c:5]([CH:8]([CH2:9][NH:10][C:33]([c:25]2[cH:24][c:23]([C:21]#[N:22])[cH:32][c:31]3[c:26]2[CH2:27][CH2:28][CH2:29][CH2:30]3)=[O:34])[CH2:11][CH2:12][O:13][CH:14]2[O:15][CH2:16][CH2:17][CH2:18][CH2:19]2)[cH:6][cH:7]1.